Dataset: the Open Reaction Database (ORD), a public repository of structured organic reaction records. Task: describe an organic reaction: reactants, conditions, products, and yield Reactants: COc1ccc(C(=O)Nc2cc(N)ccc2C)cc1OC, CC(C)O, COc1cc2nccc(Cl)c2cc1OC. Yields the product Cl, COc1ccc(C(=O)Nc2cc(Nc3ccnc4cc(OC)c(OC)cc34)ccc2C)cc1OC. RXN SMILES: [CH3:16][c:17]1[c:18]([NH:24][C:25]([c:26]2[cH:27][c:28]([O:34][CH3:35])[c:29]([O:32][CH3:33])[cH:30][cH:31]2)=[O:36])[cH:19][c:20]([NH2:23])[cH:21][cH:22]1.[CH:37]([OH:38])([CH3:39])[CH3:40].[Cl:1][c:2]1[cH:3][cH:4][n:5][c:6]2[cH:7][c:8]([O:14][CH3:15])[c:9]([O:12][CH3:13])[cH:10][c:11]12>>[ClH:1].[c:2]1([NH:23][c:20]2[cH:19][c:18]([NH:24][C:25]([c:26]3[cH:27][c:28]([O:34][CH3:35])[c:29]([O:32][CH3:33])[cH:30][cH:31]3)=[O:36])[c:17]([CH3:16])[cH:22][cH:21]2)[cH:3][cH:4][n:5][c:6]2[cH:7][c:8]([O:14][CH3:15])[c:9]([O:12][CH3:13])[cH:10][c:11]12.